Dataset: the Open Reaction Database (ORD), a public repository of structured organic reaction records. Task: describe an organic reaction: reactants, conditions, products, and yield The reactants are O=C1Cc2ccccc2N1Cc1ccccc1, CCOCC, CCCCCC, O=C1C(=O)N(Cc2ccccc2)c2ccc(F)cc21. Product: O=C1Cc2cc(F)ccc2N1Cc1ccccc1. RXN SMILES: [CH2:1]([N:2]1[c:3]2[c:4]([cH:5][cH:6][cH:7][cH:8]2)[CH2:9][C:10]1=[O:11])[c:12]1[cH:13][cH:14][cH:15][cH:16][cH:17]1.[CH3:37][CH2:38][O:39][CH2:40][CH3:41].[CH3:42][CH2:43][CH2:44][CH2:45][CH2:46][CH3:47].[F:18][c:19]1[cH:20][c:21]2[c:25]([cH:26][cH:27]1)[N:24]([CH2:28][c:29]1[cH:30][cH:31][cH:32][cH:33][cH:34]1)[C:23](=[O:35])[C:22]2=[O:36]>>[F:18][c:19]1[cH:20][c:21]2[c:25]([cH:26][cH:27]1)[N:24]([CH2:28][c:29]1[cH:30][cH:31][cH:32][cH:33][cH:34]1)[C:23](=[O:35])[CH2:22]2. Reactants: Clc1nc(Nc2ccc3c(c2)CCC3)c2ncn(C3CCCC3)c2n1, ClCCl, Cl, [K+], [K+], O=C([O-])[O-], OC1CCCNC1, Cc1ccc(C)nc1. Yields the product OC1CCCN(c2nc(Nc3ccc4c(c3)CCC4)c3ncn(C4CCCC4)c3n2)C1. As a reaction SMILES: [Cl:1][c:2]1[n:3][c:4]([NH:16][c:17]2[cH:18][c:19]3[c:23]([cH:24][cH:25]2)[CH2:22][CH2:21][CH2:20]3)[c:5]2[n:6][cH:7][n:8]([CH:11]3[CH2:12][CH2:13][CH2:14][CH2:15]3)[c:9]2[n:10]1.[Cl:40][CH2:41][Cl:42].[ClH:26].[K+:34].[K+:35].[O-:36][C:37]([O-:38])=[O:39].[OH:27][CH:28]1[CH2:29][NH:30][CH2:31][CH2:32][CH2:33]1.[n:43]1[cH:44][c:45]([CH3:46])[cH:47][cH:48][c:49]1[CH3:50]>>[c:2]1([N:30]2[CH2:29][CH:28]([OH:27])[CH2:33][CH2:32][CH2:31]2)[n:3][c:4]([NH:16][c:17]2[cH:18][c:19]3[c:23]([cH:24][cH:25]2)[CH2:22][CH2:21][CH2:20]3)[c:5]2[n:6][cH:7][n:8]([CH:11]3[CH2:12][CH2:13][CH2:14][CH2:15]3)[c:9]2[n:10]1. The reactants are O=C([O-])[O-], CN(C)C=O, ClC(Cl)Cl, Cl, [Cs+], [Cs+], NCC1(O)CN2CCC1C2, O, CSC(=Nc1cc(-c2cccnc2)ncn1)SC. Product: c1cncc(-c2cc(NC3=NCC4(CN5CCC4C5)O3)ncn2)c1. As a reaction SMILES: [C:30](=[O:31])([O-:32])[O-:33].[CH3:36][N:37]([CH3:38])[CH:39]=[O:40].[CH:42]([Cl:43])([Cl:44])[Cl:45].[ClH:29].[Cs+:34].[Cs+:35].[NH2:19][CH2:20][C:21]1([OH:28])[CH2:22][N:23]2[CH2:24][CH2:25][CH:26]1[CH2:27]2.[OH2:41].[n:1]1[cH:2][c:3](-[c:7]2[cH:8][c:9]([N:13]=[C:14]([S:15][CH3:16])[S:17][CH3:18])[n:10][cH:11][n:12]2)[cH:4][cH:5][cH:6]1>>[n:1]1[cH:2][c:3](-[c:7]2[cH:8][c:9]([NH:13][C:14]3=[N:19][CH2:20][C:21]4([CH2:22][N:23]5[CH2:24][CH2:25][CH:26]4[CH2:27]5)[O:28]3)[n:10][cH:11][n:12]2)[cH:4][cH:5][cH:6]1. Starting materials: [Al+3], C1CCOC1, Cc1cccc2c1SCCCN2N=O, CCOCC, CCOC(C)=O, Cl, [H-], [H-], [H-], [H-], [Li+]. Product: Cc1cccc2c1SCCCN2N, Cl. As a reaction SMILES: [Al+3:7].[CH2:1]1[O:2][CH2:3][CH2:4][CH2:5]1.[CH3:12][c:13]1[cH:14][cH:15][cH:16][c:17]2[c:23]1[S:22][CH2:21][CH2:20][CH2:19][N:18]2[N:24]=[O:25].[CH3:27][CH2:28][O:29][CH2:30][CH3:31].[CH3:32][CH2:33][O:34][C:35]([CH3:36])=[O:37].[ClH:26].[H-:10].[H-:11].[H-:6].[H-:9].[Li+:8]>>[CH3:12][c:13]1[cH:14][cH:15][cH:16][c:17]2[c:23]1[S:22][CH2:21][CH2:20][CH2:19][N:18]2[NH2:24].[ClH:26]. Starting materials: COC(c1ccc(Br)nc1)c1c[nH]c2ncccc12, OC(c1ccc(Br)nc1)c1c[nH]c2ncccc12, CC[SiH](CC)CC, CC#N, O=C(O)C(F)(F)F. Product: Brc1ccc(Cc2c[nH]c3ncccc23)cn1. RXN SMILES: [Br:19][c:20]1[n:21][cH:22][c:23]([CH:24]([O:25][CH3:26])[c:27]2[c:28]3[c:29]([n:30][cH:31][cH:32][cH:33]3)[nH:34][cH:35]2)[cH:36][cH:37]1.[Br:1][c:2]1[cH:3][cH:4][c:5]([CH:8]([OH:9])[c:10]2[cH:11][nH:12][c:13]3[n:14][cH:15][cH:16][cH:17][c:18]23)[cH:6][n:7]1.[CH2:38]([SiH:39]([CH2:40][CH3:41])[CH2:42][CH3:43])[CH3:44].[CH3:52][C:53]#[N:54].[OH:45][C:46]([C:47]([F:48])([F:49])[F:50])=[O:51]>>[Br:1][c:2]1[cH:3][cH:4][c:5]([CH2:8][c:10]2[cH:11][nH:12][c:13]3[n:14][cH:15][cH:16][cH:17][c:18]23)[cH:6][n:7]1. Starting materials: CN([C@H]1[C@@H](CCCC1)O)C (trans-2-dimethylaminocyclohexanol), CN(C1C(CCCC1)N(CC1=CC=CC=C1)C)C (N,N,N'-trimethyl-N'-benzyl-1,2-cyclohexanediamine), CNCC1=CC=CC=C1 (N-Methylbenzylamine), [H-].[Na+] (NaH), 51, CS(=O)(=O)Cl (methanesulfonyl chloride), HClO4. Reagents/catalysts: [Pd] (Pd-C). Run in C1CCOC1 (THF), CCO (EtOH), C1CCOC1 (THF). Conditions: time 18 hour. The product is CN([C@H]1[C@@H](CCCC1)NC)C (trans-N,N,N'-Trimethyl-1,2-cyclohexanediamine). Reaction SMILES: CN(C)[C@@H]1CCCC[C@H]1O.[H-].[Na+].CS(Cl)(=O)=O.CNCC1C=CC=CC=1.[CH3:27][N:28]([CH3:44])[CH:29]1[CH2:34][CH2:33][CH2:32][CH2:31][CH:30]1[N:35](C)[CH2:36]C1C=CC=CC=1>[Pd].CCO.C1COCC1>[CH3:27][N:28]([CH3:44])[C@@H:29]1[CH2:34][CH2:33][CH2:32][CH2:31][C@H:30]1[NH:35][CH3:36] |f:1.2|. Procedure: A solution of trans-2-dimethylaminocyclohexanol (61.1 g.; 0.427 mole) in 85 ml. of THF was added during 5 minutes to a suspension of NaH (17.97 g.; 0.427 mole of 57% dispersion in mineral oil) in 250 ml. of THF, and the mixture was heated at 95° for 2 hours. It was cooled to 10°, and treated dropwise with methanesulfonyl chloride (48.91 g.; 0.427 mole) during 40 minutes keeping the temperature at 15°.N-Methylbenzylamine (103.48 g.; 0.854 mole distilled) was then added, THF was evaporated and hea... Reactants: C(C)(C)(C)OC(NC(C=1SC(=C(C1)S(=O)(=O)C1=CC(=CC=C1)N1CCCCC1)SC)=N)=O ({Imino-[5-methylsulfanyl-4-(3-piperidin-1-yl-benzenesulfonyl)-thiophen-2-yl]-methyl}-carbamic acid tert-butyl ester). The reagents and catalysts are C(=O)(C(F)(F)F)O (TFA). The solvent is C(Cl)Cl (CH2Cl2). Run at temperature 0 celsius, time 1 hour. The product is CSC1=C(C=C(S1)C(=N)N)S(=O)(=O)C1=CC(=CC=C1)N1CCCCC1 (5-Methylsulfanyl-4-(3-piperidin-1-yl-benzenesulfonyl)-thiophene-2-carboxamidine). Isolated yield 94.8%. As a reaction SMILES: C(OC(=O)[NH:7][C:8](=[NH:31])[C:9]1[S:10][C:11]([S:29][CH3:30])=[C:12]([S:14]([C:17]2[CH:22]=[CH:21][CH:20]=[C:19]([N:23]3[CH2:28][CH2:27][CH2:26][CH2:25][CH2:24]3)[CH:18]=2)(=[O:16])=[O:15])[CH:13]=1)(C)(C)C>C(Cl)Cl.C(O)(C(F)(F)F)=O>[CH3:30][S:29][C:11]1[S:10][C:9]([C:8]([NH2:31])=[NH:7])=[CH:13][C:12]=1[S:14]([C:17]1[CH:22]=[CH:21][CH:20]=[C:19]([N:23]2[CH2:28][CH2:27][CH2:26][CH2:25][CH2:24]2)[CH:18]=1)(=[O:16])=[O:15]. Reported procedure: To a solution of 5-methylsulfanyl-4-(3-piperidin-1-yl-benzenesulfonyl)-thiophene-2-carboxamidine (10 mg, 0.020 mmol, Example 286: step h) in 1 mL of CH2Cl2 under Ar at 0° C. was added 5 drops (˜200 ul) of TFA. The mixture was stirred at 0° C. for 1 h. Removal of the solvent under reduced pressure followed by flash chromatography of the residue on silica gel (5% MeOH/CH2Cl2) gave 7.5 mg (77%) of product as colorless oil: 1H-NMR (CD3OD, 400 MHz) δ 8.25 (s, 1H), 7.76 (dd, 1H, J=1.6, 1.6 Hz), 7.62 (...